Dataset: the Open Reaction Database (ORD), a public repository of structured organic reaction records. Task: describe an organic reaction: reactants, conditions, products, and yield Reactants: CC1C(=O)N(C(CO)CCO[Si](c2ccccc2)(c2ccccc2)C(C)(C)C)CCN1c1cccc(C(F)(F)F)c1, CN(C)C=O, [H-], CI, [Na+]. As a reaction SMILES: [C:3]([CH3:4])([CH3:5])([CH3:6])[Si:7]([O:8][CH2:9][CH2:10][CH:11]([CH2:12][OH:13])[N:14]1[C:15](=[O:31])[CH:16]([CH3:30])[N:17]([c:20]2[cH:21][c:22]([C:26]([F:27])([F:28])[F:29])[cH:23][cH:24][cH:25]2)[CH2:18][CH2:19]1)([c:32]1[cH:33][cH:34][cH:35][cH:36][cH:37]1)[c:38]1[cH:39][cH:40][cH:41][cH:42][cH:43]1.[CH3:46][N:47]([CH3:48])[CH:49]=[O:50].[H-:2].[I:44][CH3:45].[Na+:1]>>[C:3]([CH3:4])([CH3:5])([CH3:6])[Si:7]([O:8][CH2:9][CH2:10][CH:11]([CH2:12][O:13][CH3:45])[N:14]1[C:15](=[O:31])[CH:16]([CH3:30])[N:17]([c:20]2[cH:21][c:22]([C:26]([F:27])([F:28])[F:29])[cH:23][cH:24][cH:25]2)[CH2:18][CH2:19]1)([c:32]1[cH:33][cH:34][cH:35][cH:36][cH:37]1)[c:38]1[cH:39][cH:40][cH:41][cH:42][cH:43]1. Product: COCC(CCO[Si](c1ccccc1)(c1ccccc1)C(C)(C)C)N1CCN(c2cccc(C(F)(F)F)c2)C(C)C1=O. The reactants are FC(C(=O)O)(F)F (trifluoroacetic acid), C(C)(=O)OC1=C(C(=O)NC2=C(C(=O)OC)C=CC(=C2)C2=C(C=CC=C2)N(C)C(=O)OC(C)(C)C)C=C(C=C1)OC (methyl 2-(2-acetoxy-5-methoxybenzamido)-4-(2-((tert-butoxycarbonyl)(methyl)amino)phenyl)benzoate). Run at temperature 52.5 celsius, time 30 minute. Product: OC1=C(C(=O)NC2=C(C(=O)O)C=CC(=C2)C2=C(C=CC=C2)NC)C=C(C=C1)OC (2-(2-hydroxy-5-methoxybenzamido)-4-(2-(methylamino)phenyl)benzoic acid). RXN SMILES: FC(F)(F)C(O)=O.C([O:11][C:12]1[CH:45]=[CH:44][C:43]([O:46][CH3:47])=[CH:42][C:13]=1[C:14]([NH:16][C:17]1[CH:26]=[C:25]([C:27]2[CH:32]=[CH:31][CH:30]=[CH:29][C:28]=2[N:33](C(OC(C)(C)C)=O)[CH3:34])[CH:24]=[CH:23][C:18]=1[C:19]([O:21]C)=[O:20])=[O:15])(=O)C>>[OH:11][C:12]1[CH:45]=[CH:44][C:43]([O:46][CH3:47])=[CH:42][C:13]=1[C:14]([NH:16][C:17]1[CH:26]=[C:25]([C:27]2[CH:32]=[CH:31][CH:30]=[CH:29][C:28]=2[NH:33][CH3:34])[CH:24]=[CH:23][C:18]=1[C:19]([OH:21])=[O:20])=[O:15]. Procedure: A trifluoroacetic acid (3.0 mL) solution of the obtained methyl 2-(2-acetoxy-5-methoxybenzamido)-4-(2-((tert-butoxycarbonyl)(methyl)amino)phenyl)benzoate was stirred at room temperature for 1 hour and 40 minutes. The solvent was evaporated under reduced pressure, and toluene was added to the residue. The solvent was evaporated under reduced pressure, and dioxane (3.0 mL) and a 4 mol/L aqueous solution of sodium hydroxide (0.25 mL) were added to the obtained residue, followed by stirring at 50 to... Starting materials: Clc1ccc(-c2cc(CBr)no2)s1, O=C([O-])[O-], CC(C)N1CCC(NC(=O)c2ccc(-c3ccccc3)[nH]2)CC1, [Cs+], [Cs+], CN(C)C=O. Product: CC(C)N1CCC(NC(=O)c2ccc(-c3ccccc3)n2Cc2cc(-c3ccc(Cl)s3)on2)CC1. RXN SMILES: [Br:30][CH2:31][c:32]1[n:33][o:34][c:35](-[c:37]2[s:38][c:39]([Cl:42])[cH:40][cH:41]2)[cH:36]1.[C:24](=[O:25])([O-:26])[O-:27].[CH:1]([CH3:2])([CH3:3])[N:4]1[CH2:5][CH2:6][CH:7]([NH:10][C:11](=[O:12])[c:13]2[nH:14][c:15](-[c:18]3[cH:19][cH:20][cH:21][cH:22][cH:23]3)[cH:16][cH:17]2)[CH2:8][CH2:9]1.[Cs+:28].[Cs+:29].[O:43]=[CH:44][N:45]([CH3:46])[CH3:47]>>[CH:1]([CH3:2])([CH3:3])[N:4]1[CH2:5][CH2:6][CH:7]([NH:10][C:11](=[O:12])[c:13]2[n:14]([CH2:31][c:32]3[n:33][o:34][c:35](-[c:37]4[s:38][c:39]([Cl:42])[cH:40][cH:41]4)[cH:36]3)[c:15](-[c:18]3[cH:19][cH:20][cH:21][cH:22][cH:23]3)[cH:16][cH:17]2)[CH2:8][CH2:9]1. The reactants are Cl (HCl), C1(CCCCC1)[C@H]1C(N2[C@@H](C[C@@H](OC3=CC4=NC=CN4C4=CC(=C(CCCC(COC(N1)=O)(C)C)C=C34)OC)C2)C(=O)OC)=O (methyl (3R,5S,8S)-8-cyclohexyl-18-methoxy-13,13-dimethyl-7,10-dioxo-2,11-dioxa-6,9,21,24-tetraazapentacyclo[15.9.2.13,6.020,27.021,25]nonacosa-1(26),17,19,22,24,27-hexaene-5-carboxylate), C1(CCCCC1)[C@H]1C(N2[C@@H](C[C@@H](OC3=CC4=NC=CN4C4=CC(=C(CCCC(COC(N1)=O)(C)C)C=C34)OC)C2)C(=O)OC)=O (methyl (3R,5S,8S)-8-cyclohexyl-18-methoxy-13,13-dimethyl-7,10-dioxo-2,11-dioxa-6,9,21,24-tetraazapentacyclo[15.9.2.13,6.020,27.021,25]nonacosa-1(26),17,19,22,24,27-hexaene-5-carboxylate), [Li+].[OH-] (LiOH). Solvent: C1CCOC1 (THF), CO (MeOH), O (water). Reaction conditions: temperature 50 celsius. The product is C1(CCCCC1)[C@H]1C(N2[C@@H](C[C@@H](OC3=CC4=NC=CN4C4=CC(=C(CCCC(COC(N1)=O)(C)C)C=C34)OC)C2)C(=O)O)=O ((3R,5S,8S)-8-cyclohexyl-18-methoxy-13,13-dimethyl-7,10-dioxo-2,11-dioxa-6,9,21,24-tetraazapentacyclo[15.9.2.13,6.020,27.021,25]nonacosa-1(26),17,19,22,24,27-hexaene-5-carboxylic acid). Reaction SMILES: [CH:1]1([C@@H:7]2[NH:32][C:31](=[O:33])[O:30][CH2:29][C:28]([CH3:35])([CH3:34])[CH2:27][CH2:26][CH2:25][C:24]3[CH:36]=[C:37]4[C:21](=[CH:22][C:23]=3[O:38][CH3:39])[N:20]3[C:16](=[N:17][CH:18]=[CH:19]3)[CH:15]=[C:14]4[O:13][C@H:12]3[CH2:40][N:9]([C@H:10]([C:41]([O:43]C)=[O:42])[CH2:11]3)[C:8]2=[O:45])[CH2:6][CH2:5][CH2:4][CH2:3][CH2:2]1.[Li+].[OH-].Cl>C1COCC1.CO.O>[CH:1]1([C@@H:7]2[NH:32][C:31](=[O:33])[O:30][CH2:29][C:28]([CH3:35])([CH3:34])[CH2:27][CH2:26][CH2:25][C:24]3[CH:36]=[C:37]4[C:21](=[CH:22][C:23]=3[O:38][CH3:39])[N:20]3[C:16](=[N:17][CH:18]=[CH:19]3)[CH:15]=[C:14]4[O:13][C@H:12]3[CH2:40][N:9]([C@H:10]([C:41]([OH:43])=[O:42])[CH2:11]3)[C:8]2=[O:45])[CH2:2][CH2:3][CH2:4][CH2:5][CH2:6]1 |f:1.2|. Procedure details: To a solution of the product from Step 9, methyl (3R,5S,8S)-8-cyclohexyl-18-methoxy-13,13-dimethyl-7,10-dioxo-2,11-dioxa-6,9,21,24-tetraazapentacyclo[15.9.2.13,6.020,27.021,25]nonacosa-1(26),17,19,22,24,27-hexaene-5-carboxylate (100 mg, 0.161 mmol) in THF (4 mL), MeOH (1 mL) and water (1 mL) was added LiOH (39 mg, 1.61 mmol). The mixture was then heated to 50° C. for 1 h and 1N HCl was then added to neutralize the base. The mixture was then extracted with EtOAc, the organic layer was dried over ... The reactants are Cl.C(C)(C)(C)C1=CC(=C(C=N1)C=1N([C@]([C@](N1)(C)C1=CC=C(C=C1)Cl)(C)C1=CC=C(C=C1)Cl)C(=O)N1CCN(CC1)CC(=O)O)OCC ({4-[(4S,5R)-2-(6-tert-Butyl-4-ethoxy-pyridin-3-yl)-4,5-bis-(4-chloro-phenyl)-4,5-dimethyl-4,5-dihydro-imidazole-1-carbonyl]-piperazin-1-yl}-acetic acid hydrochloride), N1CCC1 (azetidine). Yields the product N1(CCC1)C(CN1CCN(CC1)C(=O)N1C(=N[C@@]([C@@]1(C)C1=CC=C(C=C1)Cl)(C)C1=CC=C(C=C1)Cl)C=1C=NC(=CC1OCC)C(C)(C)C)=O (1-Azetidin-1-yl-2-{4-[(4S,5R)-2-(6-tert-butyl-4-ethoxy-pyridin-3-yl)-4,5-bis-(4-chloro-phenyl)-4,5-dimethyl-4,5-dihydro-imidazole-1-carbonyl]-piperazin-1-yl}-ethanone). RXN SMILES: Cl.[C:2]([C:6]1[N:11]=[CH:10][C:9]([C:12]2[N:13]([C:33]([N:35]3[CH2:40][CH2:39][N:38]([CH2:41][C:42]([OH:44])=O)[CH2:37][CH2:36]3)=[O:34])[C@@:14]([C:26]3[CH:31]=[CH:30][C:29]([Cl:32])=[CH:28][CH:27]=3)([CH3:25])[C@@:15]([C:18]3[CH:23]=[CH:22][C:21]([Cl:24])=[CH:20][CH:19]=3)([CH3:17])[N:16]=2)=[C:8]([O:45][CH2:46][CH3:47])[CH:7]=1)([CH3:5])([CH3:4])[CH3:3].[NH:48]1[CH2:51][CH2:50][CH2:49]1>>[N:48]1([C:42](=[O:44])[CH2:41][N:38]2[CH2:39][CH2:40][N:35]([C:33]([N:13]3[C@@:14]([C:26]4[CH:31]=[CH:30][C:29]([Cl:32])=[CH:28][CH:27]=4)([CH3:25])[C@@:15]([C:18]4[CH:23]=[CH:22][C:21]([Cl:24])=[CH:20][CH:19]=4)([CH3:17])[N:16]=[C:12]3[C:9]3[CH:10]=[N:11][C:6]([C:2]([CH3:3])([CH3:5])[CH3:4])=[CH:7][C:8]=3[O:45][CH2:46][CH3:47])=[O:34])[CH2:36][CH2:37]2)[CH2:51][CH2:50][CH2:49]1 |f:0.1|. Reported procedure: In a manner analogous to the method described in examples 99, {4-[(4S,5R)-2-(6-tert-butyl-4-ethoxy-pyridin-3-yl)-4,5-bis-(4-chloro-phenyl)-4,5-dimethyl-4,5-dihydro-imidazole-1-carbonyl]-piperazin-1-yl}-acetic acid hydrochloride (example 94) was coupled with azetidine (Aldrich) to give the title compound. HR-MS (ES, m/z) calculated for C38H47Cl2N6O3 [(M+H)+] 705.3081, observed 705.3081. Starting materials: Cc1ccc(C(=O)O)c(Br)c1, Cc1cccc(C(=O)O)c1N. The product is Cc1ccc(C(=O)O)c(Nc2c(C)cccc2C(=O)O)c1. RXN SMILES: [Br:12][c:13]1[c:14]([C:15](=[O:16])[OH:17])[cH:18][cH:19][c:20]([CH3:22])[cH:21]1.[CH3:1][c:2]1[c:3]([NH2:11])[c:4]([C:5](=[O:6])[OH:7])[cH:8][cH:9][cH:10]1>>[CH3:1][c:2]1[c:3]([NH:11][c:13]2[c:14]([C:15](=[O:16])[OH:17])[cH:18][cH:19][c:20]([CH3:22])[cH:21]2)[c:4]([C:5](=[O:6])[OH:7])[cH:8][cH:9][cH:10]1. The reactants are C(CC)C1=C(OCCCCCOC=2C(C=C(OC2)CO)=O)C=CC=C1 (5-[5-(2-propylphenoxy)pentoxy]-2-(hydroxymethyl)-4H-pyran-4-one), CC(=O)C.OS(=O)(=O)O.O=[Cr](=O)=O (Jones reagent), CC(=O)C.OS(=O)(=O)O.O=[Cr](=O)=O (Jones reagent). The solvent is CC(=O)C (acetone). Yields the product O.O=C1C=C(OC=C1OCCCCCOC1=C(C=CC=C1)CCC)C(=O)O (4-oxo-5-[5-(2-propylphenoxy)pentoxy]-4H-pyran-2-carboxylic acid monohydrate). The yield is 93.3%. Reaction SMILES: [CH2:1]([C:4]1[CH:25]=[CH:24][CH:23]=[CH:22][C:5]=1[O:6][CH2:7][CH2:8][CH2:9][CH2:10][CH2:11][O:12][C:13]1[C:14](=[O:21])[CH:15]=[C:16]([CH2:19][OH:20])[O:17][CH:18]=1)[CH2:2][CH3:3].CC(C)=[O:28].OS(O)(=O)=O.O=[Cr](=O)=O>CC(C)=O>[OH2:6].[O:21]=[C:14]1[C:13]([O:12][CH2:11][CH2:10][CH2:9][CH2:8][CH2:7][O:6][C:5]2[CH:22]=[CH:23][CH:24]=[CH:25][C:4]=2[CH2:1][CH2:2][CH3:3])=[CH:18][O:17][C:16]([C:19]([OH:28])=[O:20])=[CH:15]1 |f:1.2.3,5.6|. Reported procedure: To a stirred solution 3.53 g (10.2 mmole) of the title alcohol of Example 4 in 100 ml of acetone was added dropwise 22.7 ml (ca. 20.4 mmole) of 0.9M Jones reagent. The solution was warmed to 50° and an additional 11.4 ml (10.2 mmoles) of Jones reagent was added. After five hours at room temperature the reaction was quenched with 40 ml of isopropyl alcohol. The insolubles were removed by decanting and the supernatant was concentrated in vacuo. The residue was triturated with ethyl acetate and fil...